From a dataset of the Open Reaction Database (ORD), a public repository of structured organic reaction records. describe an organic reaction: reactants, conditions, products, and yield Reactants: CC=1OC(=CC1C(=O)Cl)C1=CC=CC=C1 (2-Methyl-5-phenyl-furan-3-carbonyl chloride), FC(C=1C=C(C=C(C1)C(F)(F)F)N)(F)F (3,5-bis-trifluoromethyl-phenylamine), C(C)(C)N(C(C)C)CC (N,N-diisopropylethyl-amine), Cl (HCl), C(=O)(O)[O-].[Na+] (NaHCO3). Solvent: ClCCl (dichloromethane). Reaction conditions: time 1 day. Yields the product FC(C=1C=C(C=C(C1)C(F)(F)F)NC(=O)C1=C(OC(=C1)C1=CC=CC=C1)C)(F)F (2-Methyl-5-phenyl-furan-3-carboxylic acid (3,5-bis-trifluoromethyl-phenyl)-amide). Yield: 80.8%. RXN SMILES: [CH3:1][C:2]1[O:3][C:4]([C:10]2[CH:15]=[CH:14][CH:13]=[CH:12][CH:11]=2)=[CH:5][C:6]=1[C:7](Cl)=[O:8].[F:16][C:17]([F:30])([F:29])[C:18]1[CH:19]=[C:20]([NH2:28])[CH:21]=[C:22]([C:24]([F:27])([F:26])[F:25])[CH:23]=1.C(N(CC)C(C)C)(C)C.Cl.C([O-])(O)=O.[Na+]>ClCCl>[F:16][C:17]([F:29])([F:30])[C:18]1[CH:19]=[C:20]([NH:28][C:7]([C:6]2[CH:5]=[C:4]([C:10]3[CH:15]=[CH:14][CH:13]=[CH:12][CH:11]=3)[O:3][C:2]=2[CH3:1])=[O:8])[CH:21]=[C:22]([C:24]([F:25])([F:27])[F:26])[CH:23]=1 |f:4.5|. Procedure details: 2-Methyl-5-phenyl-furan-3-carbonyl chloride (0.025 g) was added to a solution of 3,5-bis-trifluoromethyl-phenylamine (0.024 g) and N,N-diisopropylethyl-amine (0.018 mL) in dichloromethane (5 mL). After stirring at room temperature for 1 day, the reaction underwent an aqueous acidic (dilute HCl, 2×5 mL) and basic (dilute NaHCO3, 2×5 mL) workup followed by washing with brine (saturated NaCl, 2×5 mL), drying over MgSO4, and concentration. The crude compound was purified by passing through a silica ...